This data is from the Open Reaction Database (ORD), a public repository of structured organic reaction records. The task is: describe an organic reaction: reactants, conditions, products, and yield The reactants are N(=O)[O-].[Na+] (sodium nitrite), ice water, NC1=CC=C(C=C1)C(C)=O (para-amino acetophenone), Cl (hydrochloric acid), cupric chloride, S(=O)=O (sulphur dioxide). Solvent: O (water), C(C)(=O)O (acetic acid). Run at temperature 0 celsius, time 1 hour. The product is C(C)(=O)C1=CC=C(C=C1)S(=O)(=O)Cl (4-acetylbenzenesulphonyl chloride). Reaction SMILES: N[C:2]1[CH:7]=[CH:6][C:5]([C:8](=[O:10])[CH3:9])=[CH:4][CH:3]=1.N([O-])=O.[Na+].[S:15](=[O:17])=[O:16].[ClH:18]>O.C(O)(=O)C>[C:8]([C:5]1[CH:6]=[CH:7][C:2]([S:15]([Cl:18])(=[O:17])=[O:16])=[CH:3][CH:4]=1)(=[O:10])[CH3:9] |f:1.2|. Procedure: 100 g of para-amino acetophenone are dissolved in 124 ml of concentrated hydrochloric acid and the mixture is cooled to 0° C. A solution of 55.2 g of sodium nitrite in 90 ml of water are then added in keeping the temperature at 0° C. After 1 h of stirring, the solution obtained is added dropwise to a solution of 23 g of cupric chloride in 600 ml of glacial acetic acid saturated with sulphur dioxide. After stirring for 1 h at ambient temperature, the reaction mixture is poured into 2 l of ice-wat... Starting materials: Ice water, BrCCCN1C(C=2C(C1=O)=CC=CC2)=O (N-(3-bromopropyl)phthalimide), C([O-])([O-])=O.[K+].[K+] (potassium carbonate), CC1=CC=C(C=C1)C(OC1CCNCC1)C1=CC=C(C=C1)C (4-[bis(4-methylphenyl)methoxy]piperidine). Solvent: CN(C=O)C (N,N-dimethylformamide). Run at time 16 hour. Product: CC1=CC=C(C=C1)C(OC1CCN(CC1)CCCN1C(C=2C(C1=O)=CC=CC2)=O)C2=CC=C(C=C2)C (N-[3-[4-[bis(4-methylphenyl)methoxy]piperidino]propyl]phthalimide). The yield is 82.9%. As a reaction SMILES: [CH3:1][C:2]1[CH:7]=[CH:6][C:5]([CH:8]([C:16]2[CH:21]=[CH:20][C:19]([CH3:22])=[CH:18][CH:17]=2)[O:9][CH:10]2[CH2:15][CH2:14][NH:13][CH2:12][CH2:11]2)=[CH:4][CH:3]=1.Br[CH2:24][CH2:25][CH2:26][N:27]1[C:31](=[O:32])[C:30]2=[CH:33][CH:34]=[CH:35][CH:36]=[C:29]2[C:28]1=[O:37].C(=O)([O-])[O-].[K+].[K+]>CN(C)C=O>[CH3:1][C:2]1[CH:3]=[CH:4][C:5]([CH:8]([C:16]2[CH:17]=[CH:18][C:19]([CH3:22])=[CH:20][CH:21]=2)[O:9][CH:10]2[CH2:11][CH2:12][N:13]([CH2:24][CH2:25][CH2:26][N:27]3[C:31](=[O:32])[C:30]4=[CH:33][CH:34]=[CH:35][CH:36]=[C:29]4[C:28]3=[O:37])[CH2:14][CH2:15]2)=[CH:6][CH:7]=1 |f:2.3.4|. Reported procedure: 25 g of 4,4′-dimethylbenzophenone was dissolved in ethanol-tetrahydrofuran (180 ml-60 ml); 2.23 g of sodium borohydride was added under ice cooling conditions, followed by stirring at room temperature for 24 hours. The mixture was concentrated under reduced pressure; ice water was added to the residue; the crystal precipitated was collected and dried; the crystal obtained (30.5 g) was dissolved in 800 ml of toluene; 11.9 g of 4-hydroxypiperidine and 24.9 g of p-toluenesulfonic acid monohydrate w... Starting materials: C(C)C=1C=C(C=CC1)C1(C2CC3CC(CC1C3)C2)C#N (2-(3-ethylphenyl)-2-adamantanecarbonitrile), 1-M, 6-M, Cl (HCl). Run in C1CCOC1 (THF), C1CCOC1 (THF). The product is Cl.C(C)C=1C=C(C=CC1)C1(C2CC3CC(CC1C3)C2)CN (2-(3-Ethylphenyl)-2-adamantanemethanamine hydrochloride). Yield: 85.0%. As a reaction SMILES: [CH2:1]([C:3]1[CH:4]=[C:5]([C:9]2([C:19]#[N:20])[CH:16]3[CH2:17][CH:12]4[CH2:13][CH:14]([CH2:18][CH:10]2[CH2:11]4)[CH2:15]3)[CH:6]=[CH:7][CH:8]=1)[CH3:2].[ClH:21]>C1COCC1>[ClH:21].[CH2:1]([C:3]1[CH:4]=[C:5]([C:9]2([CH2:19][NH2:20])[CH:10]3[CH2:18][CH:14]4[CH2:13][CH:12]([CH2:17][CH:16]2[CH2:15]4)[CH2:11]3)[CH:6]=[CH:7][CH:8]=1)[CH3:2] |f:3.4|. Procedure details: A solution of 2-(3-ethylphenyl)-2-adamantanecarbonitrile (265 mg, 1 mmol) in dry THF (5 mL) under argon was treated with 1-M BH3 in THF (3.3 mL, 3.3 mmol), refluxed for 2 h, cooled to room temperature, treated with 6-M HCl (10 mL), refluxed for 0.25 h, cooled to room temperature and extracted with CHCl3 (2×10 mL). The combined extracts were washed with water (2×5 mL), dried (MgSO4), concentrated in vacuo and purified by chromatography [SiO2; EtOAc-MeOH (9:1)] to give the title compound (258 mg, ... Starting materials: ClC=1C=C(C(=O)Cl)C=C(C1)Cl (3,5-dichlorobenzoyl chloride), C(C1=CC=CO1)N (furfurylamine), [OH-].[Na+] (sodium hydroxide). Run in C(C)(=O)OCC (ethyl acetate), C(C)(=O)OCC (ethyl acetate), C(C)(=O)OCC (ethyl acetate), O (water). The product is C(C1=CC=CO1)NC(C1=CC(=CC(=C1)Cl)Cl)=O (N-Furfuryl-3,5-dichlorobenzamide). Yield: 85.4%. As a reaction SMILES: [CH2:1]([NH2:7])[C:2]1[O:6][CH:5]=[CH:4][CH:3]=1.[OH-].[Na+].[Cl:10][C:11]1[CH:12]=[C:13]([CH:17]=[C:18]([Cl:20])[CH:19]=1)[C:14](Cl)=[O:15]>C(OCC)(=O)C.O>[CH2:1]([NH:7][C:14](=[O:15])[C:13]1[CH:12]=[C:11]([Cl:10])[CH:19]=[C:18]([Cl:20])[CH:17]=1)[C:2]1[O:6][CH:5]=[CH:4][CH:3]=1 |f:1.2|. Procedure details: To a vigorously stirred solution of furfurylamine (2.78 g) in ethyl acetate (40 ml) was added sodium hydroxide (1.15 g) in water (45 ml), followed immediately by the addition of a solution of 3,5-dichlorobenzoyl chloride (6.0 g) in ethyl acetate (20 ml). Following the mild exothermic reaction the ethyl acetate layer was removed, dried (MgSO4), and evaporated. Crystallisation of the residue from cyclohexane gave the product (6.6 g) as colourless needles. The reactants are Cc1c(Cc2ccccc2)c2cc(Br)ccc2n1C, COc1ccc(B(O)O)cc1, ClCCl, [K+], [K+], O=C([O-])[O-], C1COCCO1. Product: COc1ccc(-c2ccc3c(c2)c(Cc2ccccc2)c(C)n3C)cc1. Reaction SMILES: [CH2:1]([c:2]1[cH:3][cH:4][cH:5][cH:6][cH:7]1)[c:8]1[c:9]([CH3:19])[n:10]([CH3:18])[c:11]2[cH:12][cH:13][c:14]([Br:17])[cH:15][c:16]12.[CH3:26][O:27][c:28]1[cH:29][cH:30][c:31]([B:34]([OH:35])[OH:36])[cH:32][cH:33]1.[Cl:37][CH2:38][Cl:39].[K+:20].[K+:21].[O-:22][C:23]([O-:24])=[O:25].[O:40]1[CH2:41][CH2:42][O:43][CH2:44][CH2:45]1>>[CH2:1]([c:2]1[cH:3][cH:4][cH:5][cH:6][cH:7]1)[c:8]1[c:9]([CH3:19])[n:10]([CH3:18])[c:11]2[cH:12][cH:13][c:14](-[c:31]3[cH:30][cH:29][c:28]([O:27][CH3:26])[cH:33][cH:32]3)[cH:15][c:16]12. The reactants are CS(=O)(=O)c1nccc(-n2cnc3ccccc32)n1, Cc1ccc(C(C)N)cc1. Product: Cc1ccc(C(C)Nc2nccc(-n3cnc4ccccc43)n2)cc1. RXN SMILES: [CH3:1][S:2](=[O:3])(=[O:4])[c:5]1[n:6][cH:7][cH:8][c:9](-[n:11]2[cH:12][n:13][c:14]3[c:15]2[cH:16][cH:17][cH:18][cH:19]3)[n:10]1.[CH3:20][c:21]1[cH:22][cH:23][c:24]([CH:27]([CH3:28])[NH2:29])[cH:25][cH:26]1>>[c:5]1([NH:29][CH:27]([c:24]2[cH:23][cH:22][c:21]([CH3:20])[cH:26][cH:25]2)[CH3:28])[n:6][cH:7][cH:8][c:9](-[n:11]2[cH:12][n:13][c:14]3[c:15]2[cH:16][cH:17][cH:18][cH:19]3)[n:10]1. Reactants: CCCCO, CCN(C(C)C)C(C)C, Clc1ncnc2ccsc12, NCCc1ccc(N)cc1. The product is Nc1ccc(CCNc2ncnc3ccsc23)cc1. Reaction SMILES: [CH2:30]([OH:31])[CH2:32][CH2:33][CH3:34].[CH:21]([N:22]([CH2:23][CH3:24])[CH:25]([CH3:26])[CH3:27])([CH3:28])[CH3:29].[Cl:11][c:12]1[c:13]2[c:14]([n:15][cH:16][n:17]1)[cH:18][cH:19][s:20]2.[NH2:1][CH2:2][CH2:3][c:4]1[cH:5][cH:6][c:7]([NH2:10])[cH:8][cH:9]1>>[NH:1]([CH2:2][CH2:3][c:4]1[cH:5][cH:6][c:7]([NH2:10])[cH:8][cH:9]1)[c:12]1[c:13]2[c:14]([n:15][cH:16][n:17]1)[cH:18][cH:19][s:20]2.